This data is from the Open Reaction Database (ORD), a public repository of structured organic reaction records. The task is: describe an organic reaction: reactants, conditions, products, and yield Starting materials: S(N)(=O)(=O)N1CCN(CC1)C(=O)OC(C)(C)C (1,1-dimethylethyl 4-sulfamoylpiperazine-1-carboxylate), product, ClC1=NC(=NC(=C1)OC)SCC1=C(C(=CC=C1)F)F (4-Chloro-2-[[(2,3-difluorophenyl)methyl]thio]-6-methoxypyrimidine), ClC1=NC(=NC(=C1)OC)SCC1=C(C(=CC=C1)F)F (4-Chloro-2-[[(2,3-difluorophenyl)methyl]thio]-6-methoxypyrimidine). Product: FC1=C(C=CC=C1F)CSC1=NC(=CC(=N1)NS(=O)(=O)N1CCN(CC1)C(=O)OC(C)(C)C)OC (1,1-Dimethylethyl 4-[2-[[(2,3-difluorophenyl)methyl]thio]-6-methoxy pyrimidin-4-yl sulfamoyl]piperazine-1-carboxylate). Reaction SMILES: [S:1]([N:5]1[CH2:10][CH2:9][N:8]([C:11]([O:13][C:14]([CH3:17])([CH3:16])[CH3:15])=[O:12])[CH2:7][CH2:6]1)(=[O:4])(=[O:3])[NH2:2].Cl[C:19]1[CH:24]=[C:23]([O:25][CH3:26])[N:22]=[C:21]([S:27][CH2:28][C:29]2[CH:34]=[CH:33][CH:32]=[C:31]([F:35])[C:30]=2[F:36])[N:20]=1>>[F:36][C:30]1[C:31]([F:35])=[CH:32][CH:33]=[CH:34][C:29]=1[CH2:28][S:27][C:21]1[N:20]=[C:19]([NH:2][S:1]([N:5]2[CH2:6][CH2:7][N:8]([C:11]([O:13][C:14]([CH3:17])([CH3:16])[CH3:15])=[O:12])[CH2:9][CH2:10]2)(=[O:3])=[O:4])[CH:24]=[C:23]([O:25][CH3:26])[N:22]=1. Reported procedure: The subtitle compound was prepared from 1,1-dimethylethyl 4-sulfamoylpiperazine-1-carboxylate (the product of example 15, step i), 0.22 g) and 4-Chloro-2-[[(2,3-difluorophenyl)methyl]thio]-6-methoxypyrimidine (the product of Example 35, step i) (0.25 g) according to the procedure outlined in Example 1, step iv). The crude material was purified by column chromatography on silica gel using EtOAc/isohexane (2:8) as eluent. Yield: 0.36 g The reactants are ClCC(=O)NCC1=C(C(=CC(=C1)C(C)(C)C)S(=O)(=O)C)O (2-chloro-N-[5-(1,1-dimethylethyl)-2-hydroxy-3-methylsulfonylbenzyl]acetamide). Run in Cl (hydrochloric acid), C(C)O (ethanol). Product: Cl.NCC1=C(C(=CC(=C1)C(C)(C)C)S(=O)(=O)C)O (2-aminomethyl-4-(1,1-dimethylethyl)-6-methylsulfonylphenol hydrochloride). As a reaction SMILES: [Cl:1]CC([NH:5][CH2:6][C:7]1[CH:12]=[C:11]([C:13]([CH3:16])([CH3:15])[CH3:14])[CH:10]=[C:9]([S:17]([CH3:20])(=[O:19])=[O:18])[C:8]=1[OH:21])=O>Cl.C(O)C>[ClH:1].[NH2:5][CH2:6][C:7]1[CH:12]=[C:11]([C:13]([CH3:14])([CH3:15])[CH3:16])[CH:10]=[C:9]([S:17]([CH3:20])(=[O:18])=[O:19])[C:8]=1[OH:21] |f:3.4|. Procedure: 6.3 g (0.028 mol) of 2-chloro-N-[5-(1,1-dimethylethyl)-2-hydroxy-3-methylsulfonylbenzyl]acetamide in a mixture of 20 ml of concentrated hydrochloric acid and 40 ml of ethanol are boiled under reflux for 16 hours. The precipitated product is filtered off with suction and recrystallized from ethanol.